From a dataset of the Open Reaction Database (ORD), a public repository of structured organic reaction records. describe an organic reaction: reactants, conditions, products, and yield The reactants are N1(C=NC=C1)CCOC=1C=C(C=CC1)NC1=NC=CC(=N1)C=1SC=CC1 (N-[3-[2-(1H-imidazol-1-yl)ethoxy]phenyl]-4-(2-thienyl)-2-pyrimidinamine), O=C([C@H](O)[C@@H](O)[C@H](O)[C@H](O)CO)O (gluconic acid). Run in C(C)O (ethyl alcohol), C(C)O (ethyl alcohol). The product is O=C([C@H](O)[C@@H](O)[C@H](O)[C@H](O)CO)O.N1(C=NC=C1)CCOC=1C=C(C=CC1)NC1=NC=CC(=N1)C=1SC=CC1 (N-[3-[2-(1H-Imidazol-1-yl)ethoxy]phenyl]-4-(2-thienyl)-2-pyrimidinamine monogluconate). As a reaction SMILES: [N:1]1([CH2:6][CH2:7][O:8][C:9]2[CH:10]=[C:11]([NH:15][C:16]3[N:21]=[C:20]([C:22]4[S:23][CH:24]=[CH:25][CH:26]=4)[CH:19]=[CH:18][N:17]=3)[CH:12]=[CH:13][CH:14]=2)[CH:5]=[CH:4][N:3]=[CH:2]1.[O:27]=[C:28]([OH:39])[C@@H:29]([C@H:31]([C@@H:33]([C@@H:35]([CH2:37][OH:38])[OH:36])[OH:34])[OH:32])[OH:30]>C(O)C>[O:27]=[C:28]([OH:39])[C@@H:29]([C@H:31]([C@@H:33]([C@@H:35]([CH2:37][OH:38])[OH:36])[OH:34])[OH:32])[OH:30].[N:1]1([CH2:6][CH2:7][O:8][C:9]2[CH:10]=[C:11]([NH:15][C:16]3[N:21]=[C:20]([C:22]4[S:23][CH:24]=[CH:25][CH:26]=4)[CH:19]=[CH:18][N:17]=3)[CH:12]=[CH:13][CH:14]=2)[CH:5]=[CH:4][N:3]=[CH:2]1 |f:3.4|. Procedure details: To a solution of 1.0 g of N-[3-[2-(1H-imidazol-1-yl)ethoxy]phenyl]-4-(2-thienyl)-2-pyrimidinamine in 10 ml of hot ethyl alcohol is added 5 ml of ethyl alcohol containing 0.54 g of gluconic acid. Crystals begin to form and the reaction mixture is cooled. The solid is collected by filtration, washed with ethyl alcohol and dried to afford the desired product. Reactants: F[B-](F)(F)F, CCN(C(C)C)C(C)C, CNC(CN1CC(O)C1)C1CCC1, O=C(O)c1ccc(F)cc1Cl, ClCCl, CN(C)C(On1nnc2ccccc21)=[N+](C)C. Yields the product CN(C(=O)c1ccc(F)cc1Cl)C(CN1CC(O)C1)C1CCC1. Reaction SMILES: [B-:21]([F:22])([F:23])([F:24])[F:25].[CH:1]([N:2]([CH2:3][CH3:4])[CH:5]([CH3:6])[CH3:7])([CH3:8])[CH3:9].[CH:43]1([CH:47]([CH2:48][N:49]2[CH2:50][CH:51]([OH:53])[CH2:52]2)[NH:54][CH3:55])[CH2:44][CH2:45][CH2:46]1.[Cl:10][c:11]1[c:12]([C:13](=[O:14])[OH:15])[cH:16][cH:17][c:18]([F:20])[cH:19]1.[Cl:56][CH2:57][Cl:58].[n:26]1([O:27][C:28]([N:29]([CH3:30])[CH3:31])=[N+:32]([CH3:33])[CH3:34])[c:35]2[cH:36][cH:37][cH:38][cH:39][c:40]2[n:41][n:42]1>>[Cl:10][c:11]1[c:12]([C:13](=[O:15])[N:54]([CH:47]([CH:43]2[CH2:44][CH2:45][CH2:46]2)[CH2:48][N:49]2[CH2:50][CH:51]([OH:53])[CH2:52]2)[CH3:55])[cH:16][cH:17][c:18]([F:20])[cH:19]1.